From a dataset of the Open Reaction Database (ORD), a public repository of structured organic reaction records. describe an organic reaction: reactants, conditions, products, and yield Reactants: C(OC1=C(C=C(C=C1)Br)C)(OC)=O (4-Bromo-2-methylphenyl methyl carbonate), OS(=O)(=O)O (H2SO4), [N+](=O)([O-])[O-].[K+] (KNO3). Conditions: time 2 hour. The product is C(OC1=C(C=C(C(=C1)[N+](=O)[O-])Br)C)(OC)=O (4-bromo-2-methyl-5-nitrophenyl methyl carbonate). The yield is 71.8%. RXN SMILES: [C:1](=[O:13])([O:11][CH3:12])[O:2][C:3]1[CH:8]=[CH:7][C:6]([Br:9])=[CH:5][C:4]=1[CH3:10].OS(O)(=O)=O.[N+:19]([O-])([O-:21])=[O:20].[K+]>>[C:1](=[O:13])([O:11][CH3:12])[O:2][C:3]1[CH:8]=[C:7]([N+:19]([O-:21])=[O:20])[C:6]([Br:9])=[CH:5][C:4]=1[CH3:10] |f:2.3|. Reported procedure: 4-Bromo-2-methylphenyl methyl carbonate (4.0 g, 16.32 mmol) was added portion-wise to H2SO4 (12.0 mL) to generate a homogeneous solution. This solution was then cooled to 0° C. internal temperature and KNO3 (2.0 g, 19.6 mmol) was added portion-wise maintaining the internal temperature below 5° C. The reaction was stirred for 2 h and then poured over ice. The aqueous layer was extracted with dichloromethane, washed with saturated NaHCO3 and water, dried over Na2SO4, and concentrated. Purification... Reactants: CC(CCCC(C)=O)CCCC(CCCC(C)C)C (6,10,14-trimethyl-2-pentadecanone), ketone, CC(C)CCC[C@@H](C)CCC[C@@H](C)CCC\C(\C)=C\CO (phytol). Yields the product CC(=CCCC(C)=O)C#CCC(=CCCC(C)C)C (6,10,14-Trimethyl-5,10-pentadecadien-7-yn-2-one). RXN SMILES: [CH3:1][CH:2]([CH2:9][CH2:10][CH2:11][CH:12]([CH3:19])[CH2:13][CH2:14][CH2:15][CH:16]([CH3:18])[CH3:17])[CH2:3][CH2:4][CH2:5][C:6](=[O:8])[CH3:7].CC(CCC[C@H](CCC[C@H](CCC/C(=C/CO)/C)C)C)C>>[CH3:1][C:2]([C:9]#[C:10][CH2:11][C:12]([CH3:19])=[CH:13][CH2:14][CH2:15][CH:16]([CH3:17])[CH3:18])=[CH:3][CH2:4][CH2:5][C:6](=[O:8])[CH3:7]. Reported procedure: A mixture of 155 mg (0.965 mmole) of 2-chloromethyl-6-methyl-1-heptene and 1-chloro-2,6-dimethyl-2-heptene (produced in accordance with Example XVII), 137 mg (1.01 mmoles) of 6-methyl-5-octen-7-yn-2-one (produced in accordance with Example II), 223 mg (1.61 mmoles) of anhydrous potassium carbonate, 20 mg (0.20 mmole) of cuprous chloride, and 23 mg (0.10 mmole) of benzyltriethylammonium chloride in 1.00 mL of acetonitrile (HPLC-grade) was stirred vigorously at room temperature for 20 hours, durin... Yields the product C(#N)C1=CC=C(C=C1)CC(=O)N(C)C1CN(CC1C1=CC(=C(C=C1)Cl)Cl)C(=O)C1CCN(CC1)CC1CC1 (2-(4-Cyano-phenyl)-N-[(3RS,4SR)-1-(1-cyclopropylmethyl-piperidine-4-carbonyl)-4-(3,4-dichloro-phenyl)-pyrrolidin-3-yl]-N-methyl-acetamide). The reactants are C1(CC1)CN1CCC(CC1)C(=O)N1CC(C(C1)NC)C1=CC(=C(C=C1)Cl)Cl ((1-cyclopropylmethyl-piperidin-4-yl)-[(3SR,4RS)-3-(3,4-dichloro-phenyl)-4-methylamino-pyrrolidin-1-yl]-methanone), C(#N)C1=CC=C(C=C1)CC(=O)O (4-cyanophenylacetic acid). RXN SMILES: [CH:1]1([CH2:4][N:5]2[CH2:10][CH2:9][CH:8]([C:11]([N:13]3[CH2:17][CH:16]([NH:18][CH3:19])[CH:15]([C:20]4[CH:25]=[CH:24][C:23]([Cl:26])=[C:22]([Cl:27])[CH:21]=4)[CH2:14]3)=[O:12])[CH2:7][CH2:6]2)[CH2:3][CH2:2]1.[C:28]([C:30]1[CH:35]=[CH:34][C:33]([CH2:36][C:37]([OH:39])=O)=[CH:32][CH:31]=1)#[N:29]>>[C:28]([C:30]1[CH:31]=[CH:32][C:33]([CH2:36][C:37]([N:18]([CH:16]2[CH:15]([C:20]3[CH:25]=[CH:24][C:23]([Cl:26])=[C:22]([Cl:27])[CH:21]=3)[CH2:14][N:13]([C:11]([CH:8]3[CH2:9][CH2:10][N:5]([CH2:4][CH:1]4[CH2:3][CH2:2]4)[CH2:6][CH2:7]3)=[O:12])[CH2:17]2)[CH3:19])=[O:39])=[CH:34][CH:35]=1)#[N:29]. Procedure details: In analogy to the procedure described for the synthesis of example 87 (step c), the title compound 2-(4-Cyano-phenyl)-N-[(3RS,4SR)-1-(1-cyclopropylmethyl-piperidine-4-carbonyl)-4-(3,4-dichloro-phenyl)-pyrrolidin-3-yl]-N-methyl-acetamide was prepared from (1-cyclopropylmethyl-piperidin-4-yl)-[(3SR,4RS)-3-(3,4-dichloro-phenyl)-4-methylamino-pyrrolidin-1-yl]-methanone instead of N-[(3RS,4SR)-4-(4-chloro-phenyl)-pyrrolidin-3-yl]-4-methoxy-N-methyl-3-trifluoromethyl-benzamide using 4-cyanophenylaceti... The reactants are COc1ccc(Oc2c(Cl)cc([N+](=O)[O-])cc2Cl)cc1, O=S(=O)(O)Cl, O. Yields the product COc1ccc(Oc2c(Cl)cc([N+](=O)[O-])cc2Cl)cc1S(=O)(=O)Cl. Reaction SMILES: [CH3:6][O:7][c:8]1[cH:9][cH:10][c:11]([O:12][c:13]2[c:14]([Cl:23])[cH:15][c:16]([N+:20](=[O:21])[O-:22])[cH:17][c:18]2[Cl:19])[cH:24][cH:25]1.[Cl:1][S:2](=[O:3])(=[O:4])[OH:5].[OH2:26]>>[Cl:1][S:2](=[O:3])(=[O:5])[c:9]1[c:8]([O:7][CH3:6])[cH:25][cH:24][c:11]([O:12][c:13]2[c:14]([Cl:23])[cH:15][c:16]([N+:20](=[O:21])[O-:22])[cH:17][c:18]2[Cl:19])[cH:10]1. Starting materials: Cl (HCl), N1(CCCCC1)CCNS(=O)(=O)C1=CC=2C3=CC=CC=C3C(NC2C=C1)=O (5,6-dihydro-N-[2-(1-piperidinyl)ethyl]-6-oxo-2-phenanthridinesulfonamide), O (H2O). The solvent is O1CCOCC1 (dioxane). Run at temperature 0 celsius. The product is Cl.N1(CCCCC1)CCNS(=O)(=O)C1=CC=2C3=CC=CC=C3C(NC2C=C1)=O (5,6-Dihydro-N-[2-(1-piperidinyl)ethyl]-6-oxo-2-phenanthridinesulfonamide hydrogen chloride). As a reaction SMILES: [ClH:1].[N:2]1([CH2:8][CH2:9][NH:10][S:11]([C:14]2[CH:27]=[CH:26][C:25]3[NH:24][C:23](=[O:28])[C:22]4[C:17](=[CH:18][CH:19]=[CH:20][CH:21]=4)[C:16]=3[CH:15]=2)(=[O:13])=[O:12])[CH2:7][CH2:6][CH2:5][CH2:4][CH2:3]1.O>O1CCOCC1>[ClH:1].[N:2]1([CH2:8][CH2:9][NH:10][S:11]([C:14]2[CH:27]=[CH:26][C:25]3[NH:24][C:23](=[O:28])[C:22]4[C:17](=[CH:18][CH:19]=[CH:20][CH:21]=4)[C:16]=3[CH:15]=2)(=[O:13])=[O:12])[CH2:7][CH2:6][CH2:5][CH2:4][CH2:3]1 |f:4.5|. Procedure: Prepared from 2-(6(5H)-phenanthridinone)sulfonyl chloride 4 and 1-(2-aminoethyl)piperidine according to General Procedure A. A hydrogen chloride salt was formed upon adding 1N HCl to a solution of 5,6-dihydro-N-[2-(1-piperidinyl)ethyl]-6-oxo-2-phenanthridinesulfonamide in dioxane at 70° C. The was cooled down to 0° C. produced a salt precipitation which was collected by filtration to give a white solid (53% yield from 4), mp 262-267° C. 1H-NMR (400 MHz, CDCl3), 8.79 (s, 1H), 8.56 (d, J=8.1 Hz, 1... Starting materials: NC(CC(C(=O)OCC)C)C1=C(C=CC=C1OC)F (ethyl 4-amino-4-(2-fluoro-6-methoxyphenyl)-2-methylbutanoate), N1(N=CC=C1)C=1C=C(C=O)C=CN1 (2-(1H-pyrazol-1-yl)isonicotinaldehyde). Yields the product N1(N=CC=C1)C1=NC=CC(=C1)CN1C(C(CC1C1=C(C=CC=C1OC)F)C)=O (1-((2-(1H-pyrazol-1-yl)pyridin-4-yl)methyl)-5-(2-fluoro-6-methoxyphenyl)-3-methylpyrrolidin-2-one). As a reaction SMILES: [NH2:1][CH:2]([C:11]1[C:16]([O:17][CH3:18])=[CH:15][CH:14]=[CH:13][C:12]=1[F:19])[CH2:3][CH:4]([CH3:10])[C:5]([O:7]CC)=O.[N:20]1([C:25]2[CH:26]=[C:27]([CH:30]=[CH:31][N:32]=2)[CH:28]=O)[CH:24]=[CH:23][CH:22]=[N:21]1>>[N:20]1([C:25]2[CH:26]=[C:27]([CH2:28][N:1]3[CH:2]([C:11]4[C:16]([O:17][CH3:18])=[CH:15][CH:14]=[CH:13][C:12]=4[F:19])[CH2:3][CH:4]([CH3:10])[C:5]3=[O:7])[CH:30]=[CH:31][N:32]=2)[CH:24]=[CH:23][CH:22]=[N:21]1. Procedure details: Prepared according to the described general procedure 2 (GP2) by reaction of ethyl 4-amino-4-(2-fluoro-6-methoxyphenyl)-2-methylbutanoate with 2-(1H-pyrazol-1-yl)isonicotinaldehyde. Subsequent purification by preparative HPLC afforded the target compound. LC-MS (conditions A): tR=0.79 min.; [M+H]+: 381.04 g/mol. The reactants are C(CC)S(=O)(=O)C1=C(C=CC=C1)S(=O)(=O)N=C=O (2-propylsulfonylbenzenesulfonyl isocyanate), NC1=NC(=CC(=N1)Cl)OCC (2-amino-4-chloro-6-ethoxypyrimidine). Solvent: C(C)#N (acetonitrile). Run at time 8 hour. The product is ClC1=NC(=NC(=C1)OC)NC(=O)NS(=O)(=O)C1=C(C=CC=C1)S(=O)(=O)CCC (N-[(4-Chloro-6-methoxypyrimidin-2-yl)aminocarbonyl]-2-(propylsulfonyl)benzenesulfonamide). Reaction SMILES: [CH2:1]([S:4]([C:7]1[CH:12]=[CH:11][CH:10]=[CH:9][C:8]=1[S:13]([N:16]=[C:17]=[O:18])(=[O:15])=[O:14])(=[O:6])=[O:5])[CH2:2][CH3:3].[NH2:19][C:20]1[N:25]=[C:24]([Cl:26])[CH:23]=[C:22]([O:27][CH2:28]C)[N:21]=1>C(#N)C>[Cl:26][C:24]1[CH:23]=[C:22]([O:27][CH3:28])[N:21]=[C:20]([NH:19][C:17]([NH:16][S:13]([C:8]2[CH:9]=[CH:10][CH:11]=[CH:12][C:7]=2[S:4]([CH2:1][CH2:2][CH3:3])(=[O:6])=[O:5])(=[O:15])=[O:14])=[O:18])[N:25]=1. Reported procedure: To a suspension of 2-propylsulfonylbenzenesulfonyl isocyanate (1.74 g, 6.00 mmol) in dry acetonitrile (25 ml) was added 2-amino-4-chloro-6-ethoxypyrimidine (1.00 g, 6.00 mmol). After stirring at room temperature overnight, the reaction mixture was filtered to yield the product as a white powder melting at 193°-195° C. The reactants are O=C([O-])[O-], CC(C)=O, ClCCCBr, [K+], [K+], Oc1ccc2ccccc2c1. Yields the product ClCCCOc1ccc2ccccc2c1. Reaction SMILES: [C:17](=[O:18])([O-:19])[O-:20].[CH3:23][C:24](=[O:25])[CH3:26].[Cl:12][CH2:13][CH2:14][CH2:15][Br:16].[K+:21].[K+:22].[OH:1][c:2]1[cH:3][cH:4][c:5]2[cH:6][cH:7][cH:8][cH:9][c:10]2[cH:11]1>>[O:1]([c:2]1[cH:3][cH:4][c:5]2[cH:6][cH:7][cH:8][cH:9][c:10]2[cH:11]1)[CH2:15][CH2:14][CH2:13][Cl:12].